This data is from the Open Reaction Database (ORD), a public repository of structured organic reaction records. The task is: describe an organic reaction: reactants, conditions, products, and yield The reactants are C(C1=CC=CC=C1)(=O)OC(C)C1=CC=NC=2N1N=CN2 (1-(1,2,4-triazolo[1,5-a]pyrimidin-7-yl)ethyl benzoate), C([O-])([O-])=O.[K+].[K+] (potassium carbonate), CO (methanol). Solvent: O (water). Conditions: time 30 minute. The product is N1=CN=C2N1C(=CC=N2)C(C)O (1-(1,2,4-triazolo[1,5-a]pyrimidin-7-yl)ethanol). As a reaction SMILES: C([O:9][CH:10]([C:12]1[N:17]2[N:18]=[CH:19][N:20]=[C:16]2[N:15]=[CH:14][CH:13]=1)[CH3:11])(=O)C1C=CC=CC=1.C(=O)([O-])[O-].[K+].[K+].CO>O>[N:18]1[N:17]2[C:12]([CH:10]([OH:9])[CH3:11])=[CH:13][CH:14]=[N:15][C:16]2=[N:20][CH:19]=1 |f:1.2.3|. Reported procedure: A mixture of 1-(1,2,4-triazolo[1,5-a]pyrimidin-7-yl)ethyl benzoate (1 g), potassium carbonate (2 g), methanol (25 ml) and water (20 ml) was stirred at ambient temperature for 1 hour 30 minutes. The methanol was removed from the mixture under reduced pressure and the mixture was then diluted with brine (20 ml) before being continuously extracted with dichloromethane overnight. The extracts were dried over magnesium sulphate and the solvent evaporated under reduced pressure to give 1-(1,2,4-triazo... Starting materials: C#Cc1cccnc1, Cc1ccccc1, CC1(C)OBOC1(C)C. The product is CC1(C)OB(C=Cc2cccnc2)OC1(C)C. As a reaction SMILES: [C:1](#[CH:2])[c:3]1[cH:4][n:5][cH:6][cH:7][cH:8]1.[CH3:18][c:19]1[cH:20][cH:21][cH:22][cH:23][cH:24]1.[CH3:9][C:10]1([CH3:17])[O:11][BH:12][O:13][C:14]1([CH3:15])[CH3:16]>>[CH:1](=[CH:2][B:12]1[O:11][C:10]([CH3:9])([CH3:17])[C:14]([CH3:15])([CH3:16])[O:13]1)[c:3]1[cH:4][n:5][cH:6][cH:7][cH:8]1. RXN SMILES: [CH3:1][C:2]([NH:4][C:5]1[CH:6]=[CH:7][C:8]([OH:11])=[CH:9][CH:10]=1)=[O:3].[OH:12][C:13]1[CH:14]=[CH:15][CH:16]=[C:17]2[C:22]=1[N:21]=[C:20](C)[CH:19]=[CH:18]2.[NH3:24]>>[NH2:24][C:20]1[CH:19]=[CH:18][C:17]2[C:22](=[C:13]([O:12][CH:10]([CH3:9])[CH2:5][CH2:6][CH2:7][O:11][C:8]3[CH:9]=[CH:10][C:5]([NH:4][C:2](=[O:3])[CH3:1])=[CH:6][CH:7]=3)[CH:14]=[CH:15][CH:16]=2)[N:21]=1. The reactants are CC(=O)NC=1C=CC(=CC1)O (acetaminophen), OC=1C=CC=C2C=CC(=NC12)C (8-hydroxyquinaldine), N (NH3). The product is NC1=NC2=C(C=CC=C2C=C1)OC(CCCOC1=CC=C(C=C1)NC(C)=O)C (N-(4-((4-((2-aminoquinolin-8-yl)oxy)pentyl)oxy)phenyl)acetamide). Procedure: The title compound was prepared according to the procedure described in Example 86 substituting acetaminophen for 8-hydroxyquinaldine. 1H NMR (500 MHz, CDCl3) δ ppm 7.90 (d, 1H), 7.29 (t, 1H), 7.20 (m, 3H), 7.11 (m, 1H), 6.95 (d, 1H), 6.61 (m, 2H), 4.70 (m, 1H), 4.05 (m, 1H), 3.91 (m, 1H), 2.14 (s, 3H), 2.08 (m, 1H), 1.95 (m, 3H), 1.48 (d, 3H); MS (DCI/NH3) m/z 380 [M+H]+. The reactants are CC/C(=C(\C1=CC=C(C=C1)O)/C2=CC=C(C=C2)OCCN(C)C)/C3=CC=CC=C3 (4-OH tamoxifen), CC1=C(C(=O)O)C(=CC(=C1)C)C (2,4,6-trimethylbenzoic acid). Product: CC1=C(C(=O)OC2=CC=C(C=C2)C(=C(CC)C2=CC=CC=C2)C2=CC=C(C=C2)OCCN(C)C)C(=CC(=C1)C)C (2,4,6-Trimethyl-benzoic acid, 4-[1-[4-[2-(dimethylamino)ethoxy]phenyl]-2-phenyl-1-butenyl]phenyl ester). Reaction SMILES: [CH3:1][CH2:2]/[C:3](/[C:24]1[CH:29]=[CH:28][CH:27]=[CH:26][CH:25]=1)=[C:4](/[C:12]1[CH:17]=[CH:16][C:15]([O:18][CH2:19][CH2:20][N:21]([CH3:23])[CH3:22])=[CH:14][CH:13]=1)\[C:5]1[CH:10]=[CH:9][C:8]([OH:11])=[CH:7][CH:6]=1.[CH3:30][C:31]1[CH:39]=[C:38]([CH3:40])[CH:37]=[C:36]([CH3:41])[C:32]=1[C:33](O)=[O:34]>>[CH3:30][C:31]1[CH:39]=[C:38]([CH3:40])[CH:37]=[C:36]([CH3:41])[C:32]=1[C:33]([O:11][C:8]1[CH:7]=[CH:6][C:5]([C:4]([C:12]2[CH:17]=[CH:16][C:15]([O:18][CH2:19][CH2:20][N:21]([CH3:23])[CH3:22])=[CH:14][CH:13]=2)=[C:3]([C:24]2[CH:29]=[CH:28][CH:27]=[CH:26][CH:25]=2)[CH2:2][CH3:1])=[CH:10][CH:9]=1)=[O:34]. Reported procedure: This was prepared using 4-OH tamoxifen (Example 19) and 2,4,6-trimethylbenzoic acid following the procedure described in Example 30.